This data is from the Open Reaction Database (ORD), a public repository of structured organic reaction records. The task is: describe an organic reaction: reactants, conditions, products, and yield Starting materials: CC(C)(C)OC(=O)N1CCC(n2ncc3c(Cl)ncnc32)CC1, CC(C)(C)[O-], CCOC(C)=O, CN(C)C=O, [K+], Cc1ncccc1N, O. Yields the product Cc1ncccc1Nc1ncnc2c1cnn2C1CCN(C(=O)OC(C)(C)C)CC1. RXN SMILES: [C:1]([CH3:2])([CH3:3])([CH3:4])[O:5][C:6](=[O:7])[N:8]1[CH2:9][CH2:10][CH:11]([n:14]2[n:15][cH:16][c:17]3[c:18]2[n:19][cH:20][n:21][c:22]3[Cl:23])[CH2:12][CH2:13]1.[CH3:32][C:33]([CH3:34])([O-:35])[CH3:36].[CH3:38][CH2:39][O:40][C:41](=[O:42])[CH3:43].[CH3:44][N:45]([CH3:46])[CH:47]=[O:48].[K+:37].[NH2:24][c:25]1[c:26]([CH3:31])[n:27][cH:28][cH:29][cH:30]1.[OH2:49]>>[C:1]([CH3:2])([CH3:3])([CH3:4])[O:5][C:6](=[O:7])[N:8]1[CH2:9][CH2:10][CH:11]([n:14]2[n:15][cH:16][c:17]3[c:18]2[n:19][cH:20][n:21][c:22]3[NH:24][c:25]2[c:26]([CH3:31])[n:27][cH:28][cH:29][cH:30]2)[CH2:12][CH2:13]1. The reactants are N[C@H](C(=O)NCCCC[C@@H](CO)N(CC(C)C)S(=O)(=O)C1=CC=C(C=C1)N)CC1=CC2=CC=CC=C2C=C1 ((2S,5S)-2-Amino-N-{5-[(4-amino-benzenesulfonyl)-isobutyl-amino]-6-hydroxy-hexyl}-3-naphthalen-2-yl-propionamide), N[C@H](C(=O)NCCCC[C@@H](CO)N(CC(C)C)S(=O)(=O)C1=CC=C(C=C1)N)CC1=CC2=CC=CC=C2C=C1 ((2S,5S)-2-Amino-N-{5-[(4-amino-benzenesulfonyl)-isobutyl-amino]-6-hydroxy-hexyl}-3-naphthalen-2-yl-propionamide), N1=C(C=NC=C1)C(=O)O (pyrazine-2-carboxylic acid). Product: NC1=CC=C(C=C1)S(=O)(=O)N([C@@H](CCCCNC(=O)[C@H](CC1=CC2=CC=CC=C2C=C1)NC(=O)C1=NC=CN=C1)CO)CC(C)C ((1S,5S)-Pyrazine-2-carboxylic Acid (1-{5-[(4-Amino-benzenesulfonyl)-isobutyl-amino]-6-hydroxy-hexylcarbamoyl}-2-naphthalen-2-yl-ethyl)-amide). Reaction SMILES: [NH2:1][C@@H:2]([CH2:28][C:29]1[CH:38]=[CH:37][C:36]2[C:31](=[CH:32][CH:33]=[CH:34][CH:35]=2)[CH:30]=1)[C:3]([NH:5][CH2:6][CH2:7][CH2:8][CH2:9][C@H:10]([N:13]([S:18]([C:21]1[CH:26]=[CH:25][C:24]([NH2:27])=[CH:23][CH:22]=1)(=[O:20])=[O:19])[CH2:14][CH:15]([CH3:17])[CH3:16])[CH2:11][OH:12])=[O:4].[N:39]1[CH:44]=[CH:43][N:42]=[CH:41][C:40]=1[C:45](O)=[O:46]>>[NH2:27][C:24]1[CH:23]=[CH:22][C:21]([S:18]([N:13]([CH2:14][CH:15]([CH3:17])[CH3:16])[C@H:10]([CH2:11][OH:12])[CH2:9][CH2:8][CH2:7][CH2:6][NH:5][C:3]([C@@H:2]([NH:1][C:45]([C:40]2[CH:41]=[N:42][CH:43]=[CH:44][N:39]=2)=[O:46])[CH2:28][C:29]2[CH:38]=[CH:37][C:36]3[C:31](=[CH:32][CH:33]=[CH:34][CH:35]=3)[CH:30]=2)=[O:4])(=[O:20])=[O:19])=[CH:26][CH:25]=1. Procedure: The title compound was prepared from (2S,5S)-2-amino-N-{5-[(4-amino-benzenesulfonyl)-isobutyl-amino]-6-hydroxy-hexyl}-3-naphthalen-2-yl-propionamide (product of example 49) as described in general procedure E using pyrazine-2-carboxylic acid. The final product was obtained in 64% yield. The reactants are Brc1ccccc1, O=C([O-])[O-], N#Cc1cccc(B(O)O)c1, CCOC(C)=O, CN(C)C=O, [Cs+], [Cs+], O, c1ccc(P(c2ccccc2)(c2ccccc2)[Pd](P(c2ccccc2)(c2ccccc2)c2ccccc2)(P(c2ccccc2)(c2ccccc2)c2ccccc2)P(c2ccccc2)(c2ccccc2)c2ccccc2)cc1. The product is N#Cc1cccc(-c2ccccc2)c1. As a reaction SMILES: [Br:12][c:13]1[cH:14][cH:15][cH:16][cH:17][cH:18]1.[C:19](=[O:20])([O-:21])[O-:22].[C:1](#[N:2])[c:3]1[cH:4][c:5]([B:9]([OH:10])[OH:11])[cH:6][cH:7][cH:8]1.[CH3:25][CH2:26][O:27][C:28](=[O:29])[CH3:30].[CH3:31][N:32]([CH3:33])[CH:34]=[O:35].[Cs+:23].[Cs+:24].[OH2:113].[cH:36]1[cH:37][cH:38][c:39]([P:40]([Pd:41]([P:42]([c:43]2[cH:44][cH:45][cH:46][cH:47][cH:48]2)([c:49]2[cH:50][cH:51][cH:52][cH:53][cH:54]2)[c:55]2[cH:56][cH:57][cH:58][cH:59][cH:60]2)([P:61]([c:62]2[cH:63][cH:64][cH:65][cH:66][cH:67]2)([c:68]2[cH:69][cH:70][cH:71][cH:72][cH:73]2)[c:74]2[cH:75][cH:76][cH:77][cH:78][cH:79]2)[P:80]([c:81]2[cH:82][cH:83][cH:84][cH:85][cH:86]2)([c:87]2[cH:88][cH:89][cH:90][cH:91][cH:92]2)[c:93]2[cH:94][cH:95][cH:96][cH:97][cH:98]2)([c:99]2[cH:100][cH:101][cH:102][cH:103][cH:104]2)[c:105]2[cH:106][cH:107][cH:108][cH:109][cH:110]2)[cH:111][cH:112]1>>[C:1](#[N:2])[c:3]1[cH:4][c:5](-[c:13]2[cH:14][cH:15][cH:16][cH:17][cH:18]2)[cH:6][cH:7][cH:8]1. The product is BrC=1C=C(SC1)CN(C)C (4-Bromo-N,N-dimethyl-2-thiophenemethanamine). The solvent is C(C)OCC (Diethyl ether), O (water). Procedure: A mixture of 4-bromo-2-thiophenecarboxaldehyde (4.8 g), dry dimethylformamide (4.3 ml) and 98% formic acid (1.4 ml), was heated at 120° for 30 h. The cooled mixture was poured into water (100 ml) and basified with anhydrous sodium carbonate. Diethyl ether (2×100 ml) was added and the ethereal solution was extracted with dilute hydrochloric acid (50 ml). The aqueous solution was basified with anhydrous sodium carbonate and extracted with diethyl ether (200 ml). The ethereal extracts were distille... Starting materials: BrC=1C=C(SC1)C=O (4-bromo-2-thiophenecarboxaldehyde), CN(C=O)C (dimethylformamide), C(=O)O (formic acid), C([O-])([O-])=O.[Na+].[Na+] (sodium carbonate). As a reaction SMILES: [Br:1][C:2]1[CH:3]=[C:4]([CH:7]=O)[S:5][CH:6]=1.[CH3:9][N:10](C)[CH:11]=O.C(O)=O.C(=O)([O-])[O-].[Na+].[Na+]>C(OCC)C.O>[Br:1][C:2]1[CH:3]=[C:4]([CH2:7][N:10]([CH3:11])[CH3:9])[S:5][CH:6]=1 |f:3.4.5|. Reactants: O=C([O-])[O-], CCCCO, O=C1OC(CCCCCl)CN1c1ccccc1, Cl, [I-], [K+], [K+], [K+], c1ccc(N2CCNCC2)cc1. Yields the product O=C1OC(CCCCN2CCN(c3ccccc3)CC2)CN1c1ccccc1. As a reaction SMILES: [C:31](=[O:32])([O-:33])[O-:34].[CH2:39]([OH:40])[CH2:41][CH2:42][CH3:43].[Cl:1][CH2:2][CH2:3][CH2:4][CH2:5][CH:6]1[CH2:7][N:8]([c:12]2[cH:13][cH:14][cH:15][cH:16][cH:17]2)[C:9](=[O:11])[O:10]1.[ClH:18].[I-:38].[K+:35].[K+:36].[K+:37].[c:19]1([N:25]2[CH2:26][CH2:27][NH:28][CH2:29][CH2:30]2)[cH:20][cH:21][cH:22][cH:23][cH:24]1>>[CH2:2]([CH2:3][CH2:4][CH2:5][CH:6]1[CH2:7][N:8]([c:12]2[cH:13][cH:14][cH:15][cH:16][cH:17]2)[C:9](=[O:11])[O:10]1)[N:28]1[CH2:27][CH2:26][N:25]([c:19]2[cH:20][cH:21][cH:22][cH:23][cH:24]2)[CH2:30][CH2:29]1.